This data is from the Open Reaction Database (ORD), a public repository of structured organic reaction records. The task is: describe an organic reaction: reactants, conditions, products, and yield The reactants are COC1=C(C=CC=C1)C1=CC=C2CC(NC2=C1)=O (6-(2-Methoxyphenyl)-1,3-dihydroindol-2-one), C(=O)C=1NC(=CC1CCC(=O)O)C (3-(2-formyl-5-methyl-1H-pyrrol-3-yl)-propionic acid). Yields the product COC1=C(C=CC=C1)C1=CC=C2C(C(NC2=C1)=O)=CC=1NC(=CC1CCC(=O)O)C (3-{2-[6-(2-Methoxyphenyl)-2-oxo-1,2-dihydroindol-3-ylidenemethyl]-5-methyl-1H-pyrrol-3-yl}-propionic acid). As a reaction SMILES: [CH3:1][O:2][C:3]1[CH:8]=[CH:7][CH:6]=[CH:5][C:4]=1[C:9]1[CH:17]=[C:16]2[C:12]([CH2:13][C:14](=[O:18])[NH:15]2)=[CH:11][CH:10]=1.[CH:19]([C:21]1[NH:22][C:23]([CH3:31])=[CH:24][C:25]=1[CH2:26][CH2:27][C:28]([OH:30])=[O:29])=O>>[CH3:1][O:2][C:3]1[CH:8]=[CH:7][CH:6]=[CH:5][C:4]=1[C:9]1[CH:17]=[C:16]2[C:12]([C:13](=[CH:19][C:21]3[NH:22][C:23]([CH3:31])=[CH:24][C:25]=3[CH2:26][CH2:27][C:28]([OH:30])=[O:29])[C:14](=[O:18])[NH:15]2)=[CH:11][CH:10]=1. Procedure: 6-(2-Methoxyphenyl)-1,3-dihydroindol-2-one (71 mg, 0.3 mmol) was condensed with 3-(2-formyl-5-methyl-1H-pyrrol-3-yl)-propionic acid (54 mg) to give the title compound. Starting materials: [OH-].[Na+] (sodium hydroxide), C1(CCCCC1)N=C=NC1CCCCC1 (Dicyclohexylcarbodiimide), ON1N=NC2=C1C=CC=C2 (1-Hydroxybenzotriazole), C1(=CC=CC=C1)CCN (2-phenylethylamine), CN1CCOCC1 (N-methylmorpholine), Cl.CN(C1(CCC(CC1)CC(=O)O)C1=CC=CC=C1)C ((4-dimethylamino-4-phenylcyclohexyl)acetic acid hydrochloride). The solvent is O (water), CN(C=O)C (dimethylformamide). Run at time 5 day. The product is CN(C1(CCC(CC1)CC(=O)NCCC1=CC=CC=C1)C1=CC=CC=C1)C (2-(4-Dimethylamino-4-phenylcyclohexyl)-N-phenethylacetamide). Yield: 13.4%. RXN SMILES: ON1C2C=CC=CC=2N=N1.[C:11]1([CH2:17][CH2:18][NH2:19])[CH:16]=[CH:15][CH:14]=[CH:13][CH:12]=1.CN1CCOCC1.Cl.[CH3:28][N:29]([CH3:46])[C:30]1([C:40]2[CH:45]=[CH:44][CH:43]=[CH:42][CH:41]=2)[CH2:35][CH2:34][CH:33]([CH2:36][C:37]([OH:39])=O)[CH2:32][CH2:31]1.C1(N=C=NC2CCCCC2)CCCCC1.[OH-].[Na+]>CN(C)C=O.O>[CH3:46][N:29]([CH3:28])[C:30]1([C:40]2[CH:45]=[CH:44][CH:43]=[CH:42][CH:41]=2)[CH2:31][CH2:32][CH:33]([CH2:36][C:37]([NH:19][CH2:18][CH2:17][C:11]2[CH:16]=[CH:15][CH:14]=[CH:13][CH:12]=2)=[O:39])[CH2:34][CH2:35]1 |f:3.4,6.7|. Procedure: 1-Hydroxybenzotriazole (273 mg, 2.0 mmol), 2-phenylethylamine (0.125 ml, 1.0 mmol) and N-methylmorpholine (0.222 ml, 2.0 mmol) were added to a solution of (4-dimethylamino-4-phenylcyclohexyl)acetic acid hydrochloride (298 mg, 1.0 mmol) in dry dimethylformamide under argon. Dicyclohexylcarbodiimide (417 mg, 2.0 mmol) was added at 0° C. and the mixture was stirred at RT for 5 d. The urea which had precipitated out was filtered off with suction and the filtrate was introduced into a mixture of satu... The reactants are N1N=CN=C1 (1,2,4-triazole), ClC=1N=C(C2=C(N1)SC=C2C)NCC2=CC(=C(C=C2)OC)OC (2-chloro-5-methyl-4-(3,4-dimethoxybenzylamino)-thieno-[2,3-d]-pyrimidine). Product: N1(N=CN=C1)C=1N=C(C2=C(N1)SC=C2C)NCC2=CC(=C(C=C2)OC)OC (2-(1,2,4-triazol-1-yl)-5-methyl-4-(3,4-dimethoxybenzylamino)-thieno-[2,3-d]-pyrimidine). Reaction SMILES: [NH:1]1[CH:5]=[N:4][CH:3]=[N:2]1.Cl[C:7]1[N:8]=[C:9]([NH:17][CH2:18][C:19]2[CH:24]=[CH:23][C:22]([O:25][CH3:26])=[C:21]([O:27][CH3:28])[CH:20]=2)[C:10]2[C:15]([CH3:16])=[CH:14][S:13][C:11]=2[N:12]=1>>[N:1]1([C:7]2[N:8]=[C:9]([NH:17][CH2:18][C:19]3[CH:24]=[CH:23][C:22]([O:25][CH3:26])=[C:21]([O:27][CH3:28])[CH:20]=3)[C:10]3[C:15]([CH3:16])=[CH:14][S:13][C:11]=3[N:12]=2)[CH:5]=[N:4][CH:3]=[N:2]1. Reported procedure: Following the procedure of Example 97, the reaction of 1,2,4-triazole with 2-chloro-5-methyl-4-(3,4-dimethoxybenzylamino)-thieno-[2,3-d]-pyrimidine gives 2-(1,2,4-triazol-1-yl)-5-methyl-4-(3,4-dimethoxybenzylamino)-thieno-[2,3-d]-pyrimidine. Starting materials: [N+](=O)([O-])C (nitromethane), ClC=1C=CC(=C(C=O)C1)O (5-Chloro-2-hydroxybenzaldehyde), C(CCC)N (n-butylamine), O (water). Solvent: C(C)(=O)O (acetic acid), C1=CC=CC=C1 (benzene). Reaction conditions: time 3 hour. Yields the product ClC=1C=CC(=C(C=C[N+](=O)[O-])C1)O (5-Chloro-2-hydroxynitrostyrene). As a reaction SMILES: [Cl:1][C:2]1[CH:3]=[CH:4][C:5]([OH:10])=[C:6]([CH:9]=1)[CH:7]=O.C(N)CCC.O.[N+:17]([CH3:20])([O-:19])=[O:18]>C1C=CC=CC=1.C(O)(=O)C>[Cl:1][C:2]1[CH:3]=[CH:4][C:5]([OH:10])=[C:6]([CH:9]=1)[CH:7]=[CH:20][N+:17]([O-:19])=[O:18]. Reported procedure: 5-Chloro-2-hydroxybenzaldehyde (15.6 g.) and n-butylamine (9.12 g) were refluxed in dry benzene (125 ml.) using Dean-Stark water separator for 3 hours. The benzene phase was concentrated to get the oily intermediate (23 g.). It was refluxed in glacial acetic acid (70 ml.) along with nitromethane (23 ml.) for 1 hour. The crude product was obtained by adding ice-water into the reaction mixture. The crude product was crystallised from benzene. The title product melted at 163-5° C. The reactants are OC1=C(C#N)C=CC(=C1)OC (2-hydroxy-4-methoxybenzonitrile), C([O-])([O-])=O.[K+].[K+] (potassium carbonate), BrCC (bromoethane). Solvent: CC(=O)C (acetone). The product is C(C)OC1=C(C#N)C=CC(=C1)OC (2-Ethoxy4-methoxybenzonitrile). As a reaction SMILES: [OH:1][C:2]1[CH:9]=[C:8]([O:10][CH3:11])[CH:7]=[CH:6][C:3]=1[C:4]#[N:5].C(=O)([O-])[O-].[K+].[K+].Br[CH2:19][CH3:20]>CC(C)=O>[CH2:19]([O:1][C:2]1[CH:9]=[C:8]([O:10][CH3:11])[CH:7]=[CH:6][C:3]=1[C:4]#[N:5])[CH3:20] |f:1.2.3|. Procedure details: 30.0 g (201 mmol) of 2-hydroxy-4-methoxybenzonitrile are refluxed with 83.4 g of potassium carbonate (603 mmol) and 32.88 g (301 mmol) of bromoethane in 550 ml of acetone for 18 hours. After filtration, the solvent is removed under reduced pressure and the residue is purified by silica gel chromatography (cyclohexane:ethyl acetate=10:1): 35.9 g of an oil Rf=0.37 (cyclohexane:ethyl acetate=3:1)